The task is: describe an organic reaction: reactants, conditions, products, and yield. This data is from the Open Reaction Database (ORD), a public repository of structured organic reaction records. The reactants are CN1C(NC(C(=C1)C1C2=C(C=CC3=C1N=C(N3)C)C=CC=C2)=O)=O ((±)-1-Methyl-5-(2-methyl-4H-benzo[5,6]cyclohepta[1,2-d]imidazol-4-yl)-2,4(1H,3H)-pyrimidinedione), COC=1C=CC(=CC1)P2(=S)SP(=S)(S2)C=3C=CC(=CC3)OC (Lawesson's reagent). The product is CN1C(NC(C(=C1)C1C2=C(C=CC3=C1N=C(N3)C)C=CC=C2)=S)=O ((±)-1-Methyl-5-(2-methyl-4H-benzo[5,6]cyclohepta[1,2-d]imidazol-4-yl)-3,4-dihydro-4-thioxo-2(1H)-pyrimidinone). RXN SMILES: [CH3:1][N:2]1[CH:7]=[C:6]([CH:8]2[C:14]3[N:15]=[C:16]([CH3:18])[NH:17][C:13]=3[CH:12]=[CH:11][C:10]3[CH:19]=[CH:20][CH:21]=[CH:22][C:9]2=3)[C:5](=O)[NH:4][C:3]1=[O:24].COC1C=CC(P2(SP(C3C=CC(OC)=CC=3)(=S)S2)=[S:34])=CC=1>>[CH3:1][N:2]1[CH:7]=[C:6]([CH:8]2[C:14]3[N:15]=[C:16]([CH3:18])[NH:17][C:13]=3[CH:12]=[CH:11][C:10]3[CH:19]=[CH:20][CH:21]=[CH:22][C:9]2=3)[C:5](=[S:34])[NH:4][C:3]1=[O:24]. Procedure: The title product was prepared from the product of step (iv) (0.1 g) and Lawesson's reagent (0.378 g) according to the method of example 34 step (iv). Purification was by chromatography eluting with 0-5% methanol in dichloromethane followed by reverse phase HPLC using a 40 mm Novapak column eluting with 15-85% methanol in 0.1% aqueous ammonium acetate gradient over 9 min. The reactants are CC(C)(C)OC(=O)NN, ClCCCl, CCOC(C)=O, O=C(O)C(CCCCl)c1cccc(F)c1, CN(C)C=O, O, On1nnc2ccccc21. Product: CC(C)(C)OC(=O)NNC(=O)C(CCCCl)c1cccc(F)c1. Reaction SMILES: [C:30]([NH:31][NH2:32])(=[O:33])[O:34][C:35]([CH3:36])([CH3:37])[CH3:38].[CH2:11]([Cl:12])[CH2:13][Cl:14].[CH3:45][CH2:46][O:47][C:48](=[O:49])[CH3:50].[Cl:15][CH2:16][CH2:17][CH2:18][CH:19]([C:20](=[O:21])[OH:22])[c:23]1[cH:24][c:25]([F:29])[cH:26][cH:27][cH:28]1.[O:39]=[CH:40][N:41]([CH3:42])[CH3:43].[OH2:44].[OH:1][n:2]1[c:3]2[c:4]([cH:5][cH:6][cH:7][cH:8]2)[n:9][n:10]1>>[Cl:15][CH2:16][CH2:17][CH2:18][CH:19]([C:20](=[O:22])[NH:32][NH:31][C:30](=[O:33])[O:34][C:35]([CH3:36])([CH3:37])[CH3:38])[c:23]1[cH:24][c:25]([F:29])[cH:26][cH:27][cH:28]1. Starting materials: COC(=O)C=Cc1ccc(NC(=O)c2ccccc2)cc1, CO, [Li+], [OH-], O. Product: O=C(O)C=Cc1ccc(NC(=O)c2ccccc2)cc1. RXN SMILES: [CH3:1][O:2][C:3]([CH:4]=[CH:5][c:6]1[cH:7][cH:8][c:9]([NH:12][C:13]([c:14]2[cH:15][cH:16][cH:17][cH:18][cH:19]2)=[O:20])[cH:10][cH:11]1)=[O:21].[CH3:25][OH:26].[Li+:23].[OH-:22].[OH2:24]>>[O:2]=[C:3]([CH:4]=[CH:5][c:6]1[cH:7][cH:8][c:9]([NH:12][C:13]([c:14]2[cH:15][cH:16][cH:17][cH:18][cH:19]2)=[O:20])[cH:10][cH:11]1)[OH:21]. Starting materials: C(C)(=O)OCC (ethyl acetate), [OH-].[K+] (Potassium hydroxide), ClC=1C=C(C=CC1OC(C)C)C1=NC(=NO1)C=1C=CC=C2C(=CNC12)CCC(=O)O (3-[7-(5-{3-chloro-4-[(1-methylethyl)oxy]phenyl}-1,2,4-oxadiazol-3-yl)-1H-indol-3-yl]propanoic acid), BrCC (bromoethane). The solvent is CS(=O)C (dimethyl sulfoxide). Conditions: time 3 hour. The product is ClC=1C=C(C=CC1OC(C)C)C1=NC(=NO1)C=1C=CC=C2C(=CN(C12)CC)CCC(=O)OCC (Ethyl 3-[7-(5-{3-chloro-4-[(1-methylethyl)oxy]phenyl}-1,2,4-oxadiazol-3-yl)-1-ethyl-1H-indol-3-yl]propanoate). RXN SMILES: [OH-].[K+].[Cl:3][C:4]1[CH:5]=[C:6]([C:14]2[O:18][N:17]=[C:16]([C:19]3[CH:20]=[CH:21][CH:22]=[C:23]4[C:27]=3[NH:26][CH:25]=[C:24]4[CH2:28][CH2:29][C:30]([OH:32])=[O:31])[N:15]=2)[CH:7]=[CH:8][C:9]=1[O:10][CH:11]([CH3:13])[CH3:12].Br[CH2:34][CH3:35].[C:36](OCC)(=O)[CH3:37]>CS(C)=O>[Cl:3][C:4]1[CH:5]=[C:6]([C:14]2[O:18][N:17]=[C:16]([C:19]3[CH:20]=[CH:21][CH:22]=[C:23]4[C:27]=3[N:26]([CH2:36][CH3:37])[CH:25]=[C:24]4[CH2:28][CH2:29][C:30]([O:32][CH2:34][CH3:35])=[O:31])[N:15]=2)[CH:7]=[CH:8][C:9]=1[O:10][CH:11]([CH3:12])[CH3:13] |f:0.1|. Procedure details: Potassium hydroxide (62 mg) was added to a solution of 3-[7-(5-{3-chloro-4-[(1-methylethyl)oxy]phenyl}-1,2,4-oxadiazol-3-yl)-1H-indol-3-yl]propanoic acid (E1) (100 mg) and bromoethane (0.2 mL) in dimethyl sulfoxide (DMSO) (1 mL). The reaction mixture was stirred at room temperature for 3 hours. The reaction mixture was diluted with ethyl acetate. The organic solution was washed with water. The organic solution was dried over anhydrous sodium sulfate. After concentration, the residue was purified... The reactants are B(OC)(OC)OC (trimethyl borate), BrC1=C(C(C)=CC(=C1C)C)C (3-bromodurene), C(CCC)[Li] (butyllithium), C1(=C(C)C(C)=CC(C)=C1C)[Li] (duryllithium), [Li]CCCC (BuLi), HCl ice. The solvent is CCOCC (ether), C1CCOC1 (THF). Reaction conditions: temperature -78 celsius, time 1 hour. Product: C1(=C(C)C(C)=CC(C)=C1C)B(O)O (durylboronic Acid). As a reaction SMILES: Br[C:2]1[C:8]([CH3:9])=[C:7]([CH3:10])[CH:6]=[C:4]([CH3:5])[C:3]=1[CH3:11].C([Li])CCC.[B:17](OC)([O:20]C)[O:18]C.C1([Li])C(C)=C(C)C=C(C)C=1C>C1COCC1.CCOCC>[C:2]1([B:17]([OH:20])[OH:18])[C:8]([CH3:9])=[C:7]([CH3:10])[CH:6]=[C:4]([CH3:5])[C:3]=1[CH3:11]. Procedure: 0.2 mol of 3-bromodurene is reacted in 800 ml of absolute THF by means of 0.25 mol of butyllithium under inert conditions at −78° C. On completion of the BuLi addition, the reaction mixture is stirred at −78° C. for another 1 h and then allowed to thaw. A 2 l flask is then initially charged with 500 ml of absolute ether and 0.3 mol of trimethyl borate at −78° C. and the duryllithium prepared beforehand is added dropwise within a period of 30 min. The mixture is then allowed to thaw and the react...